Dataset: the Open Reaction Database (ORD), a public repository of structured organic reaction records. Task: describe an organic reaction: reactants, conditions, products, and yield The reactants are O1C(OCC1)C1=CC(=NC=C1OCC=1C(=NC=CC1)C=1N(N=CN1)C(C)C)OC (4-(1,3-dioxolan-2-yl)-5-((2-(2-isopropyl-2H-1,2,4-triazol-3-yl)pyridin-3-yl)methoxy)-2-methoxypyridine), Cl (HCl), NaHCO3(sat). Conditions: temperature 40 celsius. Yields the product C(C)(C)N1N=CN=C1C1=NC=CC=C1COC1=CN=C(C=C1C=O)OC (5-((2-(2-isopropyl-2H-1,2,4-triazol-3-yl)pyridin-3-yl)methoxy)-2-methoxyisonicotinaldehyde). Isolated yield 98.5%. RXN SMILES: [O:1]1CCO[CH:2]1[C:6]1[C:11]([O:12][CH2:13][C:14]2[C:15]([C:20]3[N:21]([CH:25]([CH3:27])[CH3:26])[N:22]=[CH:23][N:24]=3)=[N:16][CH:17]=[CH:18][CH:19]=2)=[CH:10][N:9]=[C:8]([O:28][CH3:29])[CH:7]=1.Cl>>[CH:25]([N:21]1[C:20]([C:15]2[C:14]([CH2:13][O:12][C:11]3[C:6]([CH:2]=[O:1])=[CH:7][C:8]([O:28][CH3:29])=[N:9][CH:10]=3)=[CH:19][CH:18]=[CH:17][N:16]=2)=[N:24][CH:23]=[N:22]1)([CH3:27])[CH3:26]. Reported procedure: To 4-(1,3-dioxolan-2-yl)-5-((2-(2-isopropyl-2H-1,2,4-triazol-3-yl)pyridin-3-yl)methoxy)-2-methoxypyridine (60 mg, 0.15 mmol, 1 eq.) in a RB flask was added HCl (6 N, 2.0 mL). The mixture was warmed to 40° C., O/N, cooled to rt, neutralized to pH 7-8 with NaHCO3(sat) solution, and extracted with EtOAc three times. The combined organic layers were washed with brine, dried over Na2SO4, and concentrated to give 5-((2-(2-isopropyl-2H-1,2,4-triazol-3-yl)pyridin-3-yl)methoxy)-2-methoxyisonicotinaldehyd... Starting materials: OC1=CC=C(C=C1)C1=C(C(=O)[O-])C=CC(=C1)O (4-hydroxyphenyl-4-hydroxybenzoate), ClC1=CC=C(C(=O)Cl)C=C1 (p-chlorobenzoic acid chloride). Product: ClC1=CC=C(C(=O)OC2=CC=C(C=C2)OC(C2=CC=C(C=C2)OC(C2=CC=C(C=C2)Cl)=O)=O)C=C1 (4-(4-chlorobenzoyloxy)-benzoic acid-4-(4-chlorobenzoyloxy)-phenyl ester). Reaction SMILES: OC1C=CC([C:8]2[CH:16]=[C:15]([OH:17])[CH:14]=[CH:13][C:9]=2[C:10]([O-:12])=[O:11])=CC=1.[Cl:18][C:19]1[CH:27]=[CH:26][C:22]([C:23](Cl)=[O:24])=[CH:21][CH:20]=1>>[Cl:18][C:19]1[CH:27]=[CH:26][C:22]([C:23]([O:17][C:15]2[CH:16]=[CH:8][C:9]([O:12][C:10](=[O:11])[C:9]3[CH:8]=[CH:16][C:15]([O:17][C:23](=[O:24])[C:22]4[CH:26]=[CH:27][C:19]([Cl:18])=[CH:20][CH:21]=4)=[CH:14][CH:13]=3)=[CH:13][CH:14]=2)=[O:24])=[CH:21][CH:20]=1. Procedure details: 4-(4-chlorobenzoyloxy)-benzoic acid-4-(4-chlorobenzoyloxy)-phenyl ester is prepared as in Example 5 from 4-hydroxyphenyl-4-hydroxybenzoate and p-chlorobenzoic acid chloride. Yield: 250 g (98% of the theoretical). A liquid crystalline phase is observed under a polarization microscope in the temperature range from 160° to 350° C. Reactants: ClC1=NC(=C(C2=CC=CC=C12)O)C(=O)OC (methyl 1-chloro-4-hydroxyisoquinoline-3-carboxylate), C[Sn](C)(C)C (tetramethylstannane). The reagents and catalysts are Cl[Pd]([P](C1=CC=CC=C1)(C2=CC=CC=C2)C3=CC=CC=C3)([P](C4=CC=CC=C4)(C5=CC=CC=C5)C6=CC=CC=C6)Cl (bis(triphenylphosphine)-palladium(II) chloride). Run in CN(C=O)C (N,N-dimethylformamide). Reaction conditions: temperature 130 celsius, time 30 minute. The product is OC1=C(N=C(C2=CC=CC=C12)C)C(=O)OC (Methyl 4-hydroxy-1-methylisoquinoline-3-carboxylate). The yield is 87.5%. As a reaction SMILES: Cl[C:2]1[C:11]2[C:6](=[CH:7][CH:8]=[CH:9][CH:10]=2)[C:5]([OH:12])=[C:4]([C:13]([O:15][CH3:16])=[O:14])[N:3]=1.[CH3:17][Sn](C)(C)C>CN(C)C=O.Cl[Pd](Cl)([P](C1C=CC=CC=1)(C1C=CC=CC=1)C1C=CC=CC=1)[P](C1C=CC=CC=1)(C1C=CC=CC=1)C1C=CC=CC=1>[OH:12][C:5]1[C:6]2[C:11](=[CH:10][CH:9]=[CH:8][CH:7]=2)[C:2]([CH3:17])=[N:3][C:4]=1[C:13]([O:15][CH3:16])=[O:14] |^1:29,48|. Reported procedure: A mixture of methyl 1-chloro-4-hydroxyisoquinoline-3-carboxylate (1.00 g, 4.21 mmol, from Aldrich), tetramethylstannane (3.01 g, 16.8 mmol), and bis(triphenylphosphine)-palladium(II) chloride (0.295 g, 0.421 mmol) in N,N-dimethylformamide (30 mL) was stirred at 130° C. for 30 minutes. The mixture was cooled to room temperature, quenched with water and then filtered. The filtrate was extracted with ethyl acetate. The combined organic layers were washed with brine, dried over sodium sulfate and co... Reactants: [H][H] (hydrogen), Cl(=O)(=O)(=O)O (perchloric acid), C(C)C1CC=2C=CC(=CC2C(C1)=O)CC(=O)O (6-ethyl-5,6,7,8-tetrahydro-8-oxo-naphthalene-2-acetic acid). Reagents/catalysts: [Pd] (palladium/charcoal). Run in C(C)(=O)O (acetic acid). Product: C(C)C1CC=2C=CC(=CC2CC1)CC(=O)O (6-ethyl-5,6,7,8-tetrahydronaphthalene-2-acetic acid). RXN SMILES: [CH2:1]([CH:3]1[CH2:12][C:11](=O)[C:10]2[CH:9]=[C:8]([CH2:14][C:15]([OH:17])=[O:16])[CH:7]=[CH:6][C:5]=2[CH2:4]1)[CH3:2].[H][H].Cl(O)(=O)(=O)=O>C(O)(=O)C.[Pd]>[CH2:1]([CH:3]1[CH2:12][CH2:11][C:10]2[CH:9]=[C:8]([CH2:14][C:15]([OH:17])=[O:16])[CH:7]=[CH:6][C:5]=2[CH2:4]1)[CH3:2]. Procedure: 5.4 g of 6-ethyl-5,6,7,8-tetrahydro-8-oxo-naphthalene-2-acetic acid are dissolved in 150 cc of acetic acid and hydrogenation is effected at 4 atmospheres of hydrogen pressure and 45° with the addition of 1 g of palladium/charcoal (10%) and 2 cc of 70% aqueous perchloric acid. After the take up of the calculated amount of hydrogen, filtration is effected, 2 g of sodium acetate are added and the solution is concentrated. The residue is divided between ether and water, the ether extract is dried ov... Starting materials: ClC1=CC=C(C=C1)S(=O)(=O)N1C2C=3C=NNC3CC1CCC2 (12-(4-chloro-benzenesulfonyl)-4,5,12-triaza-tricyclo[6.3.1.02,6]dodeca-2(6),3-diene), C(C)(=O)Cl (acetyl chloride). Yields the product ClC1=CC=C(C=C1)S(=O)(=O)N1C2C3=CN(N=C3CC1CCC2)C(C)=O (1-[12-(4-Chloro-benzenesulfonyl)-4,5,12-triaza-tricyclo[6.3.1.02,6]dodeca-2,5-dien-4-yl]-ethanone). As a reaction SMILES: [Cl:1][C:2]1[CH:7]=[CH:6][C:5]([S:8]([N:11]2[CH:19]3[CH2:20][CH2:21][CH2:22][CH:12]2[C:13]2[CH:14]=[N:15][NH:16][C:17]=2[CH2:18]3)(=[O:10])=[O:9])=[CH:4][CH:3]=1.[C:23](Cl)(=[O:25])[CH3:24]>>[Cl:1][C:2]1[CH:7]=[CH:6][C:5]([S:8]([N:11]2[CH:19]3[CH2:20][CH2:21][CH2:22][CH:12]2[C:13]2[C:17]([CH2:18]3)=[N:16][N:15]([C:23](=[O:25])[CH3:24])[CH:14]=2)(=[O:9])=[O:10])=[CH:4][CH:3]=1. Reported procedure: Prepared by acylation of 12-(4-chloro-benzenesulfonyl)-4,5,12-triaza-tricyclo[6.3.1.02,6]dodeca-2(6),3-diene using acetyl chloride.